From a dataset of the Open Reaction Database (ORD), a public repository of structured organic reaction records. describe an organic reaction: reactants, conditions, products, and yield The reactants are C(C1=CC=CC=C1)OC=1C=C(C(=O)N2C(CCCC2)C(=O)OC(C(C2=CC=CC=C2)=O)C2=CC=CC=C2)C=CC1 (2-oxo-1,2-diphenylethyl 1-(3-benzyloxybenzoyl)-2-piperidinecarboxylate), C(C)(=O)[O-].[NH4+] (ammonium acetate). The solvent is C(C)(=O)O (acetic acid). The product is C(C1=CC=CC=C1)OC=1C=C(C(=O)N2C(CCCC2)C=2OC(=C(N2)C2=CC=CC=C2)C2=CC=CC=C2)C=CC1 (1-(3-benzyloxybenzoyl)-2-(4,5-diphenyl-2-oxazolyl)piperidine). Isolated yield 37.4%. Reaction SMILES: [CH2:1]([O:8][C:9]1[CH:10]=[C:11]([CH:38]=[CH:39][CH:40]=1)[C:12]([N:14]1[CH2:19][CH2:18][CH2:17][CH2:16][CH:15]1[C:20]([O:22][CH:23]([C:32]1[CH:37]=[CH:36][CH:35]=[CH:34][CH:33]=1)[C:24](=O)[C:25]1[CH:30]=[CH:29][CH:28]=[CH:27][CH:26]=1)=O)=[O:13])[C:2]1[CH:7]=[CH:6][CH:5]=[CH:4][CH:3]=1.C([O-])(=O)C.[NH4+:45]>C(O)(=O)C>[CH2:1]([O:8][C:9]1[CH:10]=[C:11]([CH:38]=[CH:39][CH:40]=1)[C:12]([N:14]1[CH2:19][CH2:18][CH2:17][CH2:16][CH:15]1[C:20]1[O:22][C:23]([C:32]2[CH:37]=[CH:36][CH:35]=[CH:34][CH:33]=2)=[C:24]([C:25]2[CH:30]=[CH:29][CH:28]=[CH:27][CH:26]=2)[N:45]=1)=[O:13])[C:2]1[CH:7]=[CH:6][CH:5]=[CH:4][CH:3]=1 |f:1.2|. Procedure: A mixture of 2-oxo-1,2-diphenylethyl 1-(3-benzyloxybenzoyl)-2-piperidinecarboxylate (288 mg) and ammonium acetate (427 mg) in acetic acid (1.4 ml) was stirred under reflux for 3 hours, cooled to room temperature, and partitioned between ethyl acetate and aqueous NaHCO3. The organic layer was washed with aqueous NaHCO3 (twice) and brine, dried over MgSO4, and evaporated in vacuo. The residue was chromatographed over silica gel to afford 1-(3-benzyloxybenzoyl)-2-(4,5-diphenyl-2-oxazolyl)piperidine... The solvent is C(C)#N (acetonitrile). Yields the product C(#N)NC(=NC)N1CC1 (N-cyano-N'-methyl-1-aziridinoamidine). Yield: 77.0%. Reaction SMILES: [C:1]([NH:3][C:4](=[N:12][CH3:13])OC1C=CC=CC=1)#[N:2].[NH:14]1[CH2:16][CH2:15]1>C(#N)C>[C:1]([NH:3][C:4]([N:14]1[CH2:16][CH2:15]1)=[N:12][CH3:13])#[N:2]. The reactants are C(#N)NC(OC1=CC=CC=C1)=NC (N-Cyano-N'-methyl-O-phenylisourea), N1CC1 (aziridine). Procedure details: N-Cyano-N'-methyl-O-phenylisourea (0.471 g, 2.69 mmol) was added during 2 minutes to aziridine (0.521 g, 12.1 mmol) at 20° with stirring. Immediate solution occurred, some heat was evolved, and after 5 min a solid precipitate was formed. After 90 min excess aziridine was removed in an air stream at 20°, leaving an oily solid residue. This was dissolved in acetonitrile (10 ml) and the solution was absorbed on to silica gel (1.0 g), and remaining volatiles were removed by evaporation under reduced... Starting materials: [Si](C)(C)(C(C)(C)C)O[C@H]1CCN2N=C([C@H]([C@@H]21)OCCF)C2=C(C(=C(C#N)C=C2)Cl)C (4-((3S,3aR,4S)-4-((tert-butyldimethylsilyl)oxy)-3-(2-fluoroethoxy)-3a,4,5,6-tetrahydro-3H-pyrrolo[1,2-b]pyrazol-2-yl)-2-chloro-3-methylbenzonitrile), CCCC[N+](CCCC)(CCCC)CCCC.[F-] (TBAF). Run in C(C)(=O)OCC (ethyl acetate), C1CCOC1 (THF). Conditions: time 1 hour. Product: ClC1=C(C#N)C=CC(=C1C)C=1[C@H]([C@H]2N(N1)CC[C@@H]2O)OCCF (2-chloro-4-((3S,3aS,4S)-3-(2-fluoroethoxy)-4-hydroxy-3a,4,5,6-tetrahydro-3H-pyrrolo[1,2-b]pyrazol-2-yl)-3-methylbenzonitrile). Reaction SMILES: [Si]([O:8][C@@H:9]1[C@@H:16]2[N:12]([N:13]=[C:14]([C:21]3[CH:28]=[CH:27][C:24]([C:25]#[N:26])=[C:23]([Cl:29])[C:22]=3[CH3:30])[C@H:15]2[O:17][CH2:18][CH2:19][F:20])[CH2:11][CH2:10]1)(C(C)(C)C)(C)C.CCCC[N+](CCCC)(CCCC)CCCC.[F-]>C1COCC1.C(OCC)(=O)C>[Cl:29][C:23]1[C:22]([CH3:30])=[C:21]([C:14]2[C@@H:15]([O:17][CH2:18][CH2:19][F:20])[C@@H:16]3[C@@H:9]([OH:8])[CH2:10][CH2:11][N:12]3[N:13]=2)[CH:28]=[CH:27][C:24]=1[C:25]#[N:26] |f:1.2|. Procedure: To a stirred solution of 4-((3S,3aR,4S)-4-((tert-butyldimethylsilyl)oxy)-3-(2-fluoroethoxy)-3a,4,5,6-tetrahydro-3H-pyrrolo[1,2-b]pyrazol-2-yl)-2-chloro-3-methylbenzonitrile (30 mg, 0.0664 mmol) in THF (4 mL) at 0° C. was added TBAF (0.13 mL, 0.132 mmol, 1M Solution in THF) and stirred for 1 h at room temperature. Once the starting material had disappeared (monitored by TLC), reaction mixture was diluted with ethyl acetate. Organic layer was washed with water, brine, dried over Na2SO4 and concent...